From a dataset of the Open Reaction Database (ORD), a public repository of structured organic reaction records. describe an organic reaction: reactants, conditions, products, and yield Reactants: [O-]P(=O)([O-])[O-].[K+].[K+].[K+] (K3PO4), BrC=1C=C(C=CC1)C1=C(C(=NN1C)C(=O)N1CC(CC1)N(CC)CC)C ([5-(3-bromo-phenyl)-1,4-dimethyl-1H-pyrazol-3-yl]-(3-diethylamino-pyrrolidin-1-yl)-methanone), ClC1=CC=C(C=C1)/C=C/B(O)O (trans-2-(4-chlorophenyl)vinylboronic acid). Product: ClC1=CC=C(C=C1)C=CC=1C=C(C=CC1)C1=C(C(=NN1C)C(=O)N1CC(CC1)N(CC)CC)C ((5-{3-[2-(4-chloro-phenyl)-vinyl]-phenyl}-1,4-dimethyl-1H-pyrazol-3-yl)-(3-diethylamino-pyrrolidin-1-yl)-methanone). The yield is 67.0%. RXN SMILES: [O-]P([O-])([O-])=O.[K+].[K+].[K+].Br[C:10]1[CH:11]=[C:12]([C:16]2[N:20]([CH3:21])[N:19]=[C:18]([C:22]([N:24]3[CH2:28][CH2:27][CH:26]([N:29]([CH2:32][CH3:33])[CH2:30][CH3:31])[CH2:25]3)=[O:23])[C:17]=2[CH3:34])[CH:13]=[CH:14][CH:15]=1.[Cl:35][C:36]1[CH:41]=[CH:40][C:39](/[CH:42]=[CH:43]/B(O)O)=[CH:38][CH:37]=1>>[Cl:35][C:36]1[CH:41]=[CH:40][C:39]([CH:42]=[CH:43][C:10]2[CH:11]=[C:12]([C:16]3[N:20]([CH3:21])[N:19]=[C:18]([C:22]([N:24]4[CH2:28][CH2:27][CH:26]([N:29]([CH2:32][CH3:33])[CH2:30][CH3:31])[CH2:25]4)=[O:23])[C:17]=3[CH3:34])[CH:13]=[CH:14][CH:15]=2)=[CH:38][CH:37]=1 |f:0.1.2.3|. Procedure details: In analogy to the procedure described in example 14C] but with 2.8 eq of K3PO4, [5-(3-bromo-phenyl)-1,4-dimethyl-1H-pyrazol-3-yl]-(3-diethylamino-pyrrolidin-1-yl)-methanone and trans-2-(4-chlorophenyl)vinylboronic acid gave (5-{3-[2-(4-chloro-phenyl)-vinyl]-phenyl}-1,4-dimethyl-1H-pyrazol-3-yl)-(3-diethylamino-pyrrolidin-1-yl)-methanone in 67% yield as light brown oil. MS: 477.0 (MH+, 1 Cl).